This data is from the Open Reaction Database (ORD), a public repository of structured organic reaction records. The task is: describe an organic reaction: reactants, conditions, products, and yield Reactants: O=C([O-])[O-], COC(=O)c1ccc2c(C3CCCCC3)c(Br)[nH]c2c1Cl, COc1ccc(B(O)O)cc1, Cc1ccccc1, CCO, [Cl-], [Li+], [Na+], [Na+], O, Cl[Pd]Cl, c1ccc(P(c2ccccc2)c2ccccc2)cc1, c1ccc(P(c2ccccc2)c2ccccc2)cc1. Yields the product COC(=O)c1ccc2c(C3CCCCC3)c(-c3ccc(OC)cc3)[nH]c2c1Cl. Reaction SMILES: [C:24](=[O:25])([O-:26])[O-:27].[CH3:1][O:2][C:3](=[O:4])[c:5]1[cH:6][cH:7][c:8]2[c:9]([CH:16]3[CH2:17][CH2:18][CH2:19][CH2:20][CH2:21]3)[c:10]([Br:15])[nH:11][c:12]2[c:13]1[Cl:14].[CH3:30][O:31][c:32]1[cH:33][cH:34][c:35]([B:38]([OH:39])[OH:40])[cH:36][cH:37]1.[CH3:41][c:42]1[cH:43][cH:44][cH:45][cH:46][cH:47]1.[CH3:48][CH2:49][OH:50].[Cl-:22].[Li+:23].[Na+:28].[Na+:29].[OH2:51].[Pd:52]([Cl:53])[Cl:54].[c:55]1([P:56]([c:57]2[cH:58][cH:59][cH:60][cH:61][cH:62]2)[c:63]2[cH:64][cH:65][cH:66][cH:67][cH:68]2)[cH:69][cH:70][cH:71][cH:72][cH:73]1.[c:74]1([P:75]([c:76]2[cH:77][cH:78][cH:79][cH:80][cH:81]2)[c:82]2[cH:83][cH:84][cH:85][cH:86][cH:87]2)[cH:88][cH:89][cH:90][cH:91][cH:92]1>>[CH3:1][O:2][C:3](=[O:4])[c:5]1[cH:6][cH:7][c:8]2[c:9]([CH:16]3[CH2:17][CH2:18][CH2:19][CH2:20][CH2:21]3)[c:10](-[c:35]3[cH:34][cH:33][c:32]([O:31][CH3:30])[cH:37][cH:36]3)[nH:11][c:12]2[c:13]1[Cl:14]. The reactants are COC1=CC=C(C=C1)[C@@H]1C[C@H](C1)C(=O)OC (methyl trans-3-(4-methoxyphenyl)cyclobutanecarboxylate), COC1=CC=C(C=C1)[C@@H]1C[C@H](C1)C(=O)OC (methyl trans-3-(4-methoxyphenyl)cyclobutanecarboxylate), BrCBr (dibromomethane), C(C)(CC)[Li] (sec-butyllithium), C(CCC)[Li] (n-butyllithium), CC1(NC(CCC1)(C)C)C (2,2,6,6-tetramethylpiperidine), C[Si](C)(C)[N-][Si](C)(C)C.[Li+] (lithium bis(trimethylsilyl)amide), C(CCC)[Li] (n-butyllithium), C(C)(=O)Cl (acetyl chloride), ester CH2Br2, [Li]N1C(CCCC1(C)C)(C)C (LiTMP). The solvent is C1CCOC1 (THF), CCOCC (Et2O), C1CCCCC1 (cyclohexane), CO (MeOH), hexanes, C1CCOC1 (THF), C1CCOC1 (THF), hexanes. Run at temperature -78 celsius, time 30 minute. The product is COC1=CC=C(C=C1)[C@@H]1C[C@H](C1)CC(=O)OC (methyl [trans-3-(4-methoxyphenyl)cyclobutyl]acetate). As a reaction SMILES: [CH2:1]([Li])[CH2:2][CH2:3][CH3:4].C[C:7]1([CH3:15])CCCC(C)(C)N1.COC1C=CC([C@H]2C[C@H]([C:28]([O:30][CH3:31])=[O:29])C2)=CC=1.BrCBr.[Li]N1C(C)(C)CCC[C:37]1(C)C.C[Si]([N-][Si](C)(C)C)(C)C.[Li+].[CH:56]([Li])([CH2:58][CH3:59])[CH3:57].[C:61](Cl)(=[O:63])C>C1COCC1.C1CCCCC1.CCOCC.CO>[CH3:61][O:63][C:1]1[CH:15]=[CH:7][C:4]([C@H:59]2[CH2:37][C@H:56]([CH2:57][C:28]([O:30][CH3:31])=[O:29])[CH2:58]2)=[CH:3][CH:2]=1 |f:5.6|. Procedure details: A solution of n-butyllithium (1.25 mL of a 2.5 M soln in hexanes, 3.12 mmol) was added to a stirred solution of 2,2,6,6-tetramethylpiperidine (0.56 mL, 3.33 mmol) in dry THF (4.37 mL) at 0° C. under N2. Separately, a mixture of methyl trans-3-(4-methoxyphenyl)cyclobutanecarboxylate (INTERMEDIATE 14, Step E) (0.200 g, 0.908 mmol) and dibromomethane (0.22 mL, 3.12 mmol) in dry THF (4.37 mL) was cooled to −78° C. under N2. After 30 min, the LiTMP solution was cooled to −78° C. and added to the este... Starting materials: CCOC(C)=O, CSc1nc2cc(-c3ccccn3)cc(N)n2n1, CO, ClCCl, O=S(=O)(c1ccccc1)N1OC1c1ccccc1. Product: CS(=O)c1nc2cc(-c3ccccn3)cc(N)n2n1. RXN SMILES: [CH2:39]([O:40][C:41](=[O:42])[CH3:43])[CH3:44].[CH3:1][S:2][c:3]1[n:4][n:5]2[c:6]([cH:7][c:8](-[c:12]3[n:13][cH:14][cH:15][cH:16][cH:17]3)[cH:9][c:10]2[NH2:11])[n:18]1.[CH3:37][OH:38].[Cl:45][CH2:46][Cl:47].[c:19]1([CH:20]2[N:21]([S:22]([c:23]3[cH:24][cH:25][cH:26][cH:28][cH:29]3)(=[O:30])=[O:31])[O:27]2)[cH:32][cH:33][cH:34][cH:35][cH:36]1>>[CH3:1][S:2]([c:3]1[n:4][n:5]2[c:6]([cH:7][c:8](-[c:12]3[n:13][cH:14][cH:15][cH:16][cH:17]3)[cH:9][c:10]2[NH2:11])[n:18]1)=[O:27]. Reactants: [BH4-], Cc1ccc2c(c1)C(c1ccccc1)CC(=O)O2, CC(C)O, Cl, [Na+], [Na+], [OH-], O. Product: Cc1ccc(O)c(C(CCO)c2ccccc2)c1. Reaction SMILES: [BH4-:1].[CH3:5][c:6]1[cH:7][cH:8][c:9]2[c:10]([cH:22]1)[CH:11]([c:16]1[cH:17][cH:18][cH:19][cH:20][cH:21]1)[CH2:12][C:13](=[O:15])[O:14]2.[CH:25]([OH:26])([CH3:27])[CH3:28].[ClH:23].[Na+:2].[Na+:4].[OH-:3].[OH2:24]>>[CH3:5][c:6]1[cH:7][cH:8][c:9]([OH:14])[c:10]([CH:11]([CH2:12][CH2:13][OH:15])[c:16]2[cH:17][cH:18][cH:19][cH:20][cH:21]2)[cH:22]1.